This data is from the Open Reaction Database (ORD), a public repository of structured organic reaction records. The task is: describe an organic reaction: reactants, conditions, products, and yield The product is CC(C)(CCn1cncn1)NCC(O)c1ccc(OCc2ccccc2)c(CO)c1. Reactants: [BH4-], COC(=O)c1cc(C(O)CNC(C)(C)CCn2cncn2)ccc1OCc1ccccc1, [Ca+2], [Cl-], [Cl-], [Na+]. RXN SMILES: [BH4-:36].[CH2:1]([c:2]1[cH:3][cH:4][cH:5][cH:6][cH:7]1)[O:8][c:9]1[c:10]([C:11](=[O:12])[O:13][CH3:14])[cH:15][c:16]([CH:19]([CH2:20][NH:21][C:22]([CH2:23][CH2:24][n:25]2[n:26][cH:27][n:28][cH:29]2)([CH3:30])[CH3:31])[OH:32])[cH:17][cH:18]1.[Ca+2:35].[Cl-:33].[Cl-:34].[Na+:37]>>[CH2:1]([c:2]1[cH:3][cH:4][cH:5][cH:6][cH:7]1)[O:8][c:9]1[c:10]([CH2:11][OH:12])[cH:15][c:16]([CH:19]([CH2:20][NH:21][C:22]([CH2:23][CH2:24][n:25]2[n:26][cH:27][n:28][cH:29]2)([CH3:30])[CH3:31])[OH:32])[cH:17][cH:18]1. RXN SMILES: [NH2:1][C:2]1[CH:3]=[C:4]([CH:10]=[CH:11][CH:12]=1)[C:5]([O:7][CH2:8][CH3:9])=[O:6].[C:13]1(B(O)O)[CH:18]=[CH:17][CH:16]=[CH:15][CH:14]=1.N1C=CC=CC=1>ClCCl.C([O-])(=O)C.[Cu+2].C([O-])(=O)C>[C:13]1([NH:1][C:2]2[CH:3]=[C:4]([CH:10]=[CH:11][CH:12]=2)[C:5]([O:7][CH2:8][CH3:9])=[O:6])[CH:18]=[CH:17][CH:16]=[CH:15][CH:14]=1 |f:4.5.6|. The reagents and catalysts are C(C)(=O)[O-].[Cu+2].C(C)(=O)[O-] (copper acetate). Reactants: NC=1C=C(C(=O)OCC)C=CC1 (ethyl 3-aminobenzoate), C1(=CC=CC=C1)B(O)O (benzeneboronic acid), N1=CC=CC=C1 (pyridine). Run in ClCCl (dichloromethane). Isolated yield 87.3%. The product is C1(=CC=CC=C1)NC=1C=C(C(=O)OCC)C=CC1 (Ethyl 3-(phenylamino)benzoate). Conditions: time 8 hour. Reported procedure: A mixture of ethyl 3-aminobenzoate (0.200 g; 1.21 mmol), benzeneboronic acid (0.295 g; 2.42 mmol), copper acetate (0.439 g; 2.42 mmol) and pyridine (0.196 mL; 2.42 mmol) in dichloromethane (8 mL) was stirred at room temperature overnight. The reaction mixture was filtered and concentrated in vacuo. The crude mixture was purified by flash chromatography on silica gel (eluent 5 to 35% ethyl acetate in heptane) to yield 0.255 g (87%) of the title compound as a yellow oil. Starting materials: C(C)(=O)C1=CC=C(S1)B(O)O (5-acetyl-2-thiopheneboronic acid), BrC1=CC=C(C=C1)C(F)(F)F (4-bromobenzotrifluoride). Product: FC(C1=CC=C(C=C1)C1=CC=C(S1)C(C)=O)(F)F (1-(5-(4-(Trifluoromethyl)phenyl)thien-2-yl)ethanone). RXN SMILES: [C:1]([C:4]1[S:8][C:7](B(O)O)=[CH:6][CH:5]=1)(=[O:3])[CH3:2].Br[C:13]1[CH:18]=[CH:17][C:16]([C:19]([F:22])([F:21])[F:20])=[CH:15][CH:14]=1>>[F:20][C:19]([F:22])([F:21])[C:16]1[CH:17]=[CH:18][C:13]([C:7]2[S:8][C:4]([C:1](=[O:3])[CH3:2])=[CH:5][CH:6]=2)=[CH:14][CH:15]=1. Procedure details: 1-(5-(4-(Trifluoromethyl)phenyl)thien-2-yl)ethanone is prepared from 5-acetyl-2-thiopheneboronic acid and 4-bromobenzotrifluoride according to general procedure A. Reactants: BrC1=CC2=C(N=C(O2)C2=CC=C(C=C2)O)C=C1 (4-(6-bromo-benzoxazol-2-yl)-phenol), Cl.ClCCN1CCOCC1 (N-(2-chloroethyl)morpholine hydrochloride). The solvent is C(C)#N (ACN). The product is BrC1=CC2=C(N=C(O2)C2=CC=C(C=C2)OCCN2CCOCC2)C=C1 (6-bromo-2-[4-(2-morpholin-4-yl-ethoxy)-phenyl]-benzoxazole). As a reaction SMILES: [Br:1][C:2]1[CH:17]=[CH:16][C:5]2[N:6]=[C:7]([C:9]3[CH:14]=[CH:13][C:12]([OH:15])=[CH:11][CH:10]=3)[O:8][C:4]=2[CH:3]=1.Cl.Cl[CH2:20][CH2:21][N:22]1[CH2:27][CH2:26][O:25][CH2:24][CH2:23]1>C(#N)C>[Br:1][C:2]1[CH:17]=[CH:16][C:5]2[N:6]=[C:7]([C:9]3[CH:10]=[CH:11][C:12]([O:15][CH2:20][CH2:21][N:22]4[CH2:27][CH2:26][O:25][CH2:24][CH2:23]4)=[CH:13][CH:14]=3)[O:8][C:4]=2[CH:3]=1 |f:1.2|. Procedure details: The preparation is carried out analogously to Example 40 from 4-(6-bromo-benzoxazol-2-yl)-phenol and N-(2-chloroethyl)morpholine hydrochloride with ACN as solv.